From a dataset of the Open Reaction Database (ORD), a public repository of structured organic reaction records. describe an organic reaction: reactants, conditions, products, and yield Reactants: CN1CCC(Oc2ncc(-c3ccccc3)cc2C(=O)[O-])C1, [Na+], O=S(Cl)Cl. Yields the product CN1CCC(Oc2ncc(-c3ccccc3)cc2C(=O)O)C1, [Cl-]. Reaction SMILES: [CH3:1][N:2]1[CH2:3][CH:4]([O:7][c:8]2[n:9][cH:10][c:11](-[c:17]3[cH:18][cH:19][cH:20][cH:21][cH:22]3)[cH:12][c:13]2[C:14](=[O:15])[O-:16])[CH2:5][CH2:6]1.[Na+:23].[S:24]([Cl:25])([Cl:26])=[O:27]>>[CH3:1][N:2]1[CH2:3][CH:4]([O:7][c:8]2[n:9][cH:10][c:11](-[c:17]3[cH:18][cH:19][cH:20][cH:21][cH:22]3)[cH:12][c:13]2[C:14](=[O:15])[OH:16])[CH2:5][CH2:6]1.[Cl-:26].